This data is from the Open Reaction Database (ORD), a public repository of structured organic reaction records. The task is: describe an organic reaction: reactants, conditions, products, and yield Starting materials: BrCc1cccc2cccnc12, COc1cc(N2CCN(C3CCNCC3)CC2)c2ncccc2c1, CS(C)=O, [K+], [K+], O=C([O-])[O-]. Product: COc1cc(N2CCN(C3CCN(Cc4cccc5cccnc45)CC3)CC2)c2ncccc2c1. Reaction SMILES: [Br:25][CH2:26][c:27]1[cH:28][cH:29][cH:30][c:31]2[cH:32][cH:33][cH:34][n:35][c:36]12.[CH3:1][O:2][c:3]1[cH:4][c:5]2[cH:6][cH:7][cH:8][n:9][c:10]2[c:11]([N:13]2[CH2:14][CH2:15][N:16]([CH:19]3[CH2:20][CH2:21][NH:22][CH2:23][CH2:24]3)[CH2:17][CH2:18]2)[cH:12]1.[CH3:43][S:44]([CH3:45])=[O:46].[K+:37].[K+:38].[O-:39][C:40]([O-:41])=[O:42]>>[CH3:1][O:2][c:3]1[cH:4][c:5]2[cH:6][cH:7][cH:8][n:9][c:10]2[c:11]([N:13]2[CH2:14][CH2:15][N:16]([CH:19]3[CH2:20][CH2:21][N:22]([CH2:26][c:27]4[cH:28][cH:29][cH:30][c:31]5[cH:32][cH:33][cH:34][n:35][c:36]45)[CH2:23][CH2:24]3)[CH2:17][CH2:18]2)[cH:12]1. The reactants are Br, CC(=O)O, CCOc1ccc2nc(N)sc2c1, O. Product: Nc1nc2ccc(O)cc2s1. RXN SMILES: [BrH:14].[CH3:16][C:17](=[O:18])[OH:19].[NH2:1][c:2]1[s:3][c:4]2[c:5]([n:6]1)[cH:7][cH:8][c:9]([O:11][CH2:12][CH3:13])[cH:10]2.[OH2:15]>>[NH2:1][c:2]1[s:3][c:4]2[c:5]([n:6]1)[cH:7][cH:8][c:9]([OH:11])[cH:10]2.